From a dataset of the Open Reaction Database (ORD), a public repository of structured organic reaction records. describe an organic reaction: reactants, conditions, products, and yield Reactants: NNC(N)=S, CN(C)C=O, O=C(O)c1cccc2cnncc12. Product: NC(=S)NNC(=O)c1cccc2cnncc12. Reaction SMILES: [NH2:14][NH:15][C:16](=[S:17])[NH2:18].[O:19]=[CH:20][N:21]([CH3:22])[CH3:23].[cH:1]1[n:2][n:3][cH:4][c:5]2[c:6]([C:11](=[O:12])[OH:13])[cH:7][cH:8][cH:9][c:10]12>>[cH:1]1[n:2][n:3][cH:4][c:5]2[c:6]([C:11](=[O:13])[NH:14][NH:15][C:16](=[S:17])[NH2:18])[cH:7][cH:8][cH:9][c:10]12. Starting materials: CCCCCC.C(C)(=O)OCC (hexane ethyl acetate), COC1=C(C(=C2C(OCC2=C1C)=O)OCOCCOC)C/C=C(/CCC(=O)O)\C ((E)-6-(1,3-dihydro-6-methoxy-4-methoxyethoxymethoxy-7-methyl -3-oxoisobenzofuran-5-yl)-4-methyl-4-hexenoic acid). Product: COC1=C(C(=C2C(OCC2=C1C)=O)OCOCCOC)CC=O (2-(1,3-dihydro-6-methoxy -4-methoxyethoxymethoxy-7-methyl-3-oxoisobenzofuran-5-yl)-acetaldehyde). As a reaction SMILES: [CH3:1][O:2][C:3]1[C:11]([CH3:12])=[C:10]2[C:6]([C:7](=[O:13])[O:8][CH2:9]2)=[C:5]([O:14][CH2:15][O:16][CH2:17][CH2:18][O:19][CH3:20])[C:4]=1[CH2:21]/[CH:22]=C(\C)/CCC(O)=O.CCCCCC.C(OCC)(=[O:38])C>>[CH3:1][O:2][C:3]1[C:11]([CH3:12])=[C:10]2[C:6]([C:7](=[O:13])[O:8][CH2:9]2)=[C:5]([O:14][CH2:15][O:16][CH2:17][CH2:18][O:19][CH3:20])[C:4]=1[CH2:21][CH:22]=[O:38] |f:1.2|. Reported procedure: By following the procedure of part A and substituting methyl (E)-6-(4-t-butyldimethylsilyloxy-1,3-dihydro -6-methoxy-7-methyl-3-oxoisobenzofuran-5-yl)-4-methyl-4-hexenoate with (E)-6-(1,3-dihydro-6-methoxy-4-methoxyethoxymethoxy-7-methyl -3-oxoisobenzofuran-5-yl)-4-methyl-4-hexenoic acid, there was obtained 2-(1,3-dihydro-6-methoxy -4-methoxyethoxymethoxy-7-methyl-3-oxoisobenzofuran-5-yl)-acetaldehyde, m.p. 61°-63° C. (hexane-ethyl acetate). Reactants: CN(C)C(C(=O)OCC)C (ethyl 2-(N,N-dimethylamino)-propionate), C[O-].[Na+] (sodium methoxide), C(C)O (ethanol), CN(C)C(C(=O)OCC)C (ethyl 2-(N,N-dimethylamino)-propionate), C(CCCCCCCCCCC)O (1-dodecanol). Run in C1(=CC=CC=C1)C (toluene). The product is CCCCCCCCCCCCOC(=O)C(C)N(C)C (DDAIP). RXN SMILES: [CH3:1][N:2]([CH:4]([CH3:10])[C:5]([O:7][CH2:8][CH3:9])=[O:6])[CH3:3].[CH2:11](O)[CH2:12][CH2:13][CH2:14][CH2:15][CH2:16][CH2:17][CH2:18][CH2:19][CH2:20]CC.C[O-].[Na+].C(O)C>C1(C)C=CC=CC=1>[CH3:11][CH2:12][CH2:13][CH2:14][CH2:15][CH2:16][CH2:17][CH2:18][CH2:19][CH2:20][CH2:9][CH2:8][O:7][C:5]([CH:4]([N:2]([CH3:3])[CH3:1])[CH3:10])=[O:6] |f:2.3|. Reported procedure: DDAIP was prepared by transesterification of ethyl 2-(N,N-dimethylamino)-propionate obtained from Varsal Instruments Inc. (Warminster, Pa). Specifically, a mixture ethyl 2-(N,N-dimethylamino)-propionate, 1-dodecanol, and sodium methoxide predissolved in toluene was refluxed for about 2 hours. As ethanol formed, it was removed by azeotropic distillation. After about 2 hours of refluxing, the remaining reaction product was filtered to remove solids. Reactants: C(C1=CC=CC=C1)OC=1C=C(CCl)C=CC1 (3-benzyloxybenzyl chloride), CN(C)P(=O)(N(C)C)N(C)C (HMPA), C(C(C)C)(=O)O (isobutyric acid), C(C)(C)NC(C)C (diisopropylamine), [Li]CCCC (n-BuLi), Cl (HCl). Solvent: C1CCOC1 (THF), O (H2O), C1CCOC1 (THF), C1CCOC1 (THF). Reaction conditions: time 10 minute. Yields the product CC(C(=O)O)(CC1=CC(=CC=C1)OCC1=CC=CC=C1)C (2,2-Dimethyl-3-(3-benzyloxyphenyl)propionic acid). Isolated yield 85.0%. As a reaction SMILES: C(NC(C)C)(C)C.[Li]CCCC.[C:13]([OH:18])(=[O:17])[CH:14]([CH3:16])[CH3:15].CN(P(N(C)C)(N(C)C)=O)C.[CH2:30]([O:37][C:38]1[CH:39]=[C:40]([CH:43]=[CH:44][CH:45]=1)[CH2:41]Cl)[C:31]1[CH:36]=[CH:35][CH:34]=[CH:33][CH:32]=1.Cl>C1COCC1.O>[CH3:15][C:14]([CH3:16])([CH2:41][C:40]1[CH:43]=[CH:44][CH:45]=[C:38]([O:37][CH2:30][C:31]2[CH:36]=[CH:35][CH:34]=[CH:33][CH:32]=2)[CH:39]=1)[C:13]([OH:18])=[O:17]. Reported procedure: A solution of diisopropylamine (1.55 mL, 11.9 mmole) in 20 mL of THF was cooled to −78° and treated with n-BuLi (6.5 mL 1.6N solution in hexane, 10.4 mmole). After 10 minutes, a solution of isobutyric acid (436 mg, 4.96 mmole) in 3 mL of THF was added, followed by HMPA (1.74 mL, 10 mmole). The reaction was allowed to warm to 23°, then heated at 55° for 30 minutes. The reaction was cooled to −78° and a solution of 3-benzyloxybenzyl chloride (1.15 g, 4.96 mmole) in 6 mL of THF was added. The react... The reactants are [Si](C)(C)(C(C)(C)C)OC(=O)C([C@@](O)([C@H](O)C(O)C(C1=CC=CC=C1)=O)OS(=O)(=O)C(F)(F)F)(F)F (1-t-butyldimethylsilyloxy-5-benzoyl-3-trifluoromethanesulfonyloxy-2-deoxy-2,2-difluoroxylose), [N-]=[N+]=[N-].[Li+] (lithium azide). Solvent: CN(C=O)C (dimethylformamide). Reaction conditions: temperature 70 celsius. Product: [Si](C)(C)(C(C)(C)C)OC(=O)C([C@@H]([C@H](O)C(O)C(C1=CC=CC=C1)=O)N=[N+]=[N-])(F)F (1-t-butyldimethylsilyloxy-5-benzoyl-3-azido-2,3-dideoxy-2,2-difluororibose). Isolated yield 55.9%. As a reaction SMILES: [Si:1]([O:8][C:9]([C:11]([F:35])([F:34])[C@:12](OS(C(F)(F)F)(=O)=O)([C@@H:14]([CH:16]([C:18](=[O:25])[C:19]1[CH:24]=[CH:23][CH:22]=[CH:21][CH:20]=1)[OH:17])[OH:15])O)=[O:10])([C:4]([CH3:7])([CH3:6])[CH3:5])([CH3:3])[CH3:2].[N-:36]=[N+:37]=[N-:38].[Li+]>CN(C)C=O>[Si:1]([O:8][C:9]([C:11]([F:35])([F:34])[C@H:12]([N:36]=[N+:37]=[N-:38])[C@@H:14]([CH:16]([C:18](=[O:25])[C:19]1[CH:24]=[CH:23][CH:22]=[CH:21][CH:20]=1)[OH:17])[OH:15])=[O:10])([C:4]([CH3:7])([CH3:6])[CH3:5])([CH3:3])[CH3:2] |f:1.2|. Procedure: To a solution of 4.53 g (8.7 mmol) 1-t-butyldimethylsilyloxy-5-benzoyl-3-trifluoromethanesulfonyloxy-2-deoxy-2,2-difluoroxylose in dimethylformamide (50 ml) were added 1.2 g (25.2 mmol) lithium azide and the reaction mixture was heated at 70° C. for 40 minutes. The reaction mixture was then concentrated under reduced pressure and the residue dissolved in ethyl acetate. This solution was washed several times with saturated aqueous sodium chloride, dried over sodium sulfate and concentrated under ... Starting materials: Cl, CC(C)(C)OC(=O)N1CCc2sc(-c3ccc(C(F)(F)F)cc3)nc2C1, C1COCCO1. The product is Cl, FC(F)(F)c1ccc(-c2nc3c(s2)CCNC3)cc1. RXN SMILES: [ClH:27].[F:1][C:2]([c:3]1[cH:4][cH:5][c:6](-[c:9]2[s:10][c:11]3[c:12]([n:24]2)[CH2:13][N:14]([C:17]([O:18][C:19]([CH3:20])([CH3:21])[CH3:22])=[O:23])[CH2:15][CH2:16]3)[cH:7][cH:8]1)([F:25])[F:26].[O:28]1[CH2:29][CH2:30][O:31][CH2:32][CH2:33]1>>[ClH:27].[F:1][C:2]([c:3]1[cH:4][cH:5][c:6](-[c:9]2[s:10][c:11]3[c:12]([n:24]2)[CH2:13][NH:14][CH2:15][CH2:16]3)[cH:7][cH:8]1)([F:25])[F:26]. The reactants are C(C)(=O)O.C(C)(=O)[O-].[Na+] (acetic acid sodium acetate), citrate salt, ClC=1C=C(C=CC1Cl)[C@@H](CN(C(=O)C1=CC(=CC2=CC=CC=C12)C#N)C)CC=O (N-[(S)-2-(3,4-dichlorophenyl)-4-oxobutyl]-N-methyl-3-cyano-1-naphthamide), C[S@@](=O)C1=C(C=CC=C1)C1CCNCC1 (4-[(R)-2-methylsulfinylphenyl]-piperidine), N1CCCCC1 (piperidine), C(C)(=O)O (acetic acid). The solvent is CCOCC (Et2O). Yields the product O.C(CC(O)(C(=O)O)CC(=O)O)(=O)O.ClC=1C=C(C=CC1Cl)[C@@H](CN(C(=O)C1=CC(=CC2=CC=CC=C12)C#N)C)CCN1CCC(CC1)C1=C(C=CC=C1)[S@](=O)C (N-[2-(S)-(3,4-Dichlorophenyl)-4-[4[(R)-2-methylsulfinylphenyl]-1-piperidinyl]butyl]-N-methyl-3-cyano-1-naphthamide Citrate Hydrate). RXN SMILES: [C:1]([OH:4])(=[O:3])[CH3:2].[C:5]([O-:8])(=[O:7])[CH3:6].[Na+].[Cl:10][C:11]1[CH:12]=[C:13]([C@H:18]([CH2:36][CH:37]=O)[CH2:19][N:20]([CH3:35])[C:21]([C:23]2[C:32]3[C:27](=[CH:28][CH:29]=[CH:30][CH:31]=3)[CH:26]=[C:25]([C:33]#[N:34])[CH:24]=2)=[O:22])[CH:14]=[CH:15][C:16]=1[Cl:17].[CH3:39][S@:40]([C:42]1C=C[CH:45]=[CH:44][C:43]=1C1CCNCC1)=[O:41].[NH:54]1[CH2:59][CH2:58][CH2:57][CH2:56][CH2:55]1.[C:60]([OH:63])(=[O:62])[CH3:61]>CCOCC>[OH2:3].[C:60]([OH:63])(=[O:62])[CH2:61][C:2]([CH2:6][C:5]([OH:8])=[O:7])([C:1]([OH:4])=[O:3])[OH:22].[Cl:10][C:11]1[CH:12]=[C:13]([C@H:18]([CH2:36][CH2:37][N:54]2[CH2:59][CH2:58][CH:57]([C:1]3[CH:2]=[CH:45][CH:44]=[CH:43][C:42]=3[S@@:40]([CH3:39])=[O:41])[CH2:56][CH2:55]2)[CH2:19][N:20]([CH3:35])[C:21]([C:23]2[C:32]3[C:27](=[CH:28][CH:29]=[CH:30][CH:31]=3)[CH:26]=[C:25]([C:33]#[N:34])[CH:24]=2)=[O:22])[CH:14]=[CH:15][C:16]=1[Cl:17] |f:0.1.2,8.9.10|. Reported procedure: Using standard reductive amination conditions (except that acetic acid-sodium acetate buffer was substituted for acetic acid) N-[(S)-2-(3,4-dichlorophenyl)-4-oxobutyl]-N-methyl-3-cyano-1-naphthamide (468 mg, 1.1 mmol) was reacted with 4-[(R)-2-methylsulfinylphenyl]-piperidine (piperidine (Shenvi, A B; Jacobs, R T; Miller, S C; Ohnmacht. C J Jr; Veale, C A.; WO 9516682) (232 mg, 1.04 mmol), converted to the citrate salt, and isolated by filtration from Et2O to afford the title compound (651.2 mg)...